This data is from the Open Reaction Database (ORD), a public repository of structured organic reaction records. The task is: describe an organic reaction: reactants, conditions, products, and yield Starting materials: O=C(OC(=O)C(F)(F)F)C(F)(F)F, NC(=O)c1ncn2c1C1CCN1C(=O)c1ccccc1-2, C1COCCO1, c1ccncc1. Yields the product N#Cc1ncn2c1C1CCN1C(=O)c1ccccc1-2. RXN SMILES: [F:21][C:22]([F:23])([F:24])[C:25]([O:26][C:27](=[O:28])[C:29]([F:30])([F:31])[F:32])=[O:33].[O:1]=[C:2]1[N:3]2[CH:4]([c:5]3[n:6]([cH:13][n:14][c:15]3[C:16](=[O:17])[NH2:18])-[c:7]3[c:8]1[cH:9][cH:10][cH:11][cH:12]3)[CH2:19][CH2:20]2.[O:34]1[CH2:35][CH2:36][O:37][CH2:38][CH2:39]1.[cH:40]1[cH:41][cH:42][n:43][cH:44][cH:45]1>>[O:1]=[C:2]1[N:3]2[CH:4]([c:5]3[n:6]([cH:13][n:14][c:15]3[C:16]#[N:18])-[c:7]3[c:8]1[cH:9][cH:10][cH:11][cH:12]3)[CH2:19][CH2:20]2. Starting materials: CCO, CCNC(=O)S(=O)(=O)Nc1sc(CC(C)C)cc1-c1ccc(Cn2c(-c3ccccc3)nc(OC)c2C=O)cc1, NCCCCC(N)C(=O)O, O. Yields the product CCNC(=O)S(=O)(=O)Nc1sc(CC(C)C)cc1-c1ccc(Cn2c(-c3ccccc3)nc(OC)c2C=O)cc1, NCCCCC(N)C(=O)O. As a reaction SMILES: [CH3:51][CH2:52][OH:53].[CH:1](=[O:2])[c:3]1[c:4]([O:39][CH3:40])[n:5][c:6](-[c:33]2[cH:34][cH:35][cH:36][cH:37][cH:38]2)[n:7]1[CH2:8][c:9]1[cH:10][cH:11][c:12](-[c:15]2[c:16]([NH:24][S:25](=[O:26])(=[O:27])[C:28](=[O:29])[NH:30][CH2:31][CH3:32])[s:17][c:18]([CH2:20][CH:21]([CH3:22])[CH3:23])[cH:19]2)[cH:13][cH:14]1.[NH2:41][CH2:42][CH2:43][CH2:44][CH2:45][CH:46]([NH2:47])[C:48]([OH:49])=[O:50].[OH2:54]>>[CH:1](=[O:2])[c:3]1[c:4]([O:39][CH3:40])[n:5][c:6](-[c:33]2[cH:34][cH:35][cH:36][cH:37][cH:38]2)[n:7]1[CH2:8][c:9]1[cH:10][cH:11][c:12](-[c:15]2[c:16]([NH:24][S:25](=[O:26])(=[O:27])[C:28](=[O:29])[NH:30][CH2:31][CH3:32])[s:17][c:18]([CH2:20][CH:21]([CH3:22])[CH3:23])[cH:19]2)[cH:13][cH:14]1.[NH2:41][CH2:42][CH2:43][CH2:44][CH2:45][CH:46]([NH2:47])[C:48](=[O:49])[OH:50]. Reactants: 4-l, [N+](=O)([O-])C1=C(C=CC=C1)O (o-nitrophenol), [OH-].[Ba+2].[OH-] (barium hydroxide), Ba(OH)2.8H2O. The solvent is O (water). Conditions: temperature 75 celsius, time 1 hour. The product is [N+](=O)([O-])C1=C(C=CC=C1)[O-].[Ba+2].[N+](=O)([O-])C1=C(C=CC=C1)[O-] (Barium o-Nitrophenolate). Reaction SMILES: [OH-].[Ba+2:2].[OH-].[N+:4]([C:7]1[CH:12]=[CH:11][CH:10]=[CH:9][C:8]=1[OH:13])([O-:6])=[O:5]>O>[N+:4]([C:7]1[CH:12]=[CH:11][CH:10]=[CH:9][C:8]=1[O-:13])([O-:6])=[O:5].[Ba+2:2].[N+:4]([C:7]1[CH:12]=[CH:11][CH:10]=[CH:9][C:8]=1[O-:13])([O-:6])=[O:5] |f:0.1.2,5.6.7|. Procedure details: Heat 3 l. of distilled water in a 4-l. flask to 75° C. on a steam bath. Add 16.67 g. of barium hydroxide, [Ba(OH)2.8H2O] and 21.67 g. of o-nitrophenol. Stir vigorously for 1 hour at 75° C. and let stand overnight at room temperature. Decant to another flask, heat to 75° C., add 4.17 g. of o-nitrophenol, stir and let stand overnight at room temperature. Decant and filter on a Buchner funnel through Whatman No. 4 paper and adjust the filtrate to 3 l. with distilled water. Reactants: CNC(=O)C(C)(C)Nc1cccc(C2Nc3c(cc(Cl)cc3C(=O)OC)CC2(C)C)c1, CO, Cl, [Li+], C1CCOC1, [OH-], O, O. Product: CNC(=O)C(C)(C)Nc1cccc(C2Nc3c(cc(Cl)cc3C(=O)O)CC2(C)C)c1. Reaction SMILES: [CH3:1][O:2][C:3](=[O:4])[c:5]1[cH:6][c:7]([Cl:31])[cH:8][c:9]2[c:14]1[NH:13][CH:12]([c:15]1[cH:16][c:17]([NH:21][C:22]([CH3:23])([C:24]([NH:25][CH3:26])=[O:27])[CH3:28])[cH:18][cH:19][cH:20]1)[C:11]([CH3:29])([CH3:30])[CH2:10]2.[CH3:37][OH:38].[ClH:36].[Li+:34].[O:39]1[CH2:40][CH2:41][CH2:42][CH2:43]1.[OH-:33].[OH2:32].[OH2:35]>>[O:2]=[C:3]([OH:4])[c:5]1[cH:6][c:7]([Cl:31])[cH:8][c:9]2[c:14]1[NH:13][CH:12]([c:15]1[cH:16][c:17]([NH:21][C:22]([CH3:23])([C:24]([NH:25][CH3:26])=[O:27])[CH3:28])[cH:18][cH:19][cH:20]1)[C:11]([CH3:29])([CH3:30])[CH2:10]2. The reactants are CC(C)(C)OC(=O)N1CCNCC1, CC(=O)O[BH-](OC(C)=O)OC(C)=O, C1CCOC1, Cc1cc2c(C=O)cccc2n1S(=O)(=O)c1ccccc1, CC(=O)O, [Na+]. The product is Cc1cc2c(CN3CCN(C(=O)OC(C)(C)C)CC3)cccc2n1S(=O)(=O)c1ccccc1. Reaction SMILES: [C:22](=[O:23])([O:24][C:25]([CH3:26])([CH3:27])[CH3:28])[N:29]1[CH2:30][CH2:31][NH:32][CH2:33][CH2:34]1.[C:39]([O:40][BH-:41]([O:42][C:43](=[O:44])[CH3:45])[O:46][C:47](=[O:48])[CH3:49])(=[O:50])[CH3:51].[CH2:53]1[O:54][CH2:55][CH2:56][CH2:57]1.[CH3:1][c:2]1[n:3]([S:13](=[O:14])(=[O:15])[c:16]2[cH:17][cH:18][cH:19][cH:20][cH:21]2)[c:4]2[cH:5][cH:6][cH:7][c:8]([CH:11]=[O:12])[c:9]2[cH:10]1.[CH3:35][C:36](=[O:37])[OH:38].[Na+:52]>>[CH3:1][c:2]1[n:3]([S:13](=[O:14])(=[O:15])[c:16]2[cH:17][cH:18][cH:19][cH:20][cH:21]2)[c:4]2[cH:5][cH:6][cH:7][c:8]([CH2:11][N:32]3[CH2:31][CH2:30][N:29]([C:22](=[O:23])[O:24][C:25]([CH3:26])([CH3:27])[CH3:28])[CH2:34][CH2:33]3)[c:9]2[cH:10]1. The reactants are C(C)OC([C@@](CC1=CC=C(C=C1)O)(C)OC1=CC=C(C=C1)F)=O ((S)-2-(4-fluorophenoxy)-3-(4-hydroxy-phenyl)-2-methyl-propionic acid ethyl ester), CC1=C(N=C(O1)C1(CCCCC1)C)CCOS(=O)(=O)C1=CC=C(C=C1)C (toluene-4-sulfonic acid 2-[5-methyl-2-(1-methylcyclohexyl)-oxazol-4-yl)-ethyl ester). Yields the product FC1=CC=C(O[C@](C(=O)O)(CC2=CC=C(C=C2)OCCC=2N=C(OC2C)C2(CCCCC2)C)C)C=C1 ((S)-2-(4-Fluoro-phenoxy)-2-methyl-3-(4-{2-[5-methyl-2-(1-methyl-cyclohexyl)-oxazol-4-yl]-ethoxy}-phenyl)-propionic acid). As a reaction SMILES: C([O:3][C:4](=[O:23])[C@:5]([O:15][C:16]1[CH:21]=[CH:20][C:19]([F:22])=[CH:18][CH:17]=1)([CH3:14])[CH2:6][C:7]1[CH:12]=[CH:11][C:10]([OH:13])=[CH:9][CH:8]=1)C.[CH3:24][C:25]1[O:29][C:28]([C:30]2([CH3:36])[CH2:35][CH2:34][CH2:33][CH2:32][CH2:31]2)=[N:27][C:26]=1[CH2:37][CH2:38]OS(C1C=CC(C)=CC=1)(=O)=O>>[F:22][C:19]1[CH:18]=[CH:17][C:16]([O:15][C@@:5]([CH3:14])([CH2:6][C:7]2[CH:8]=[CH:9][C:10]([O:13][CH2:38][CH2:37][C:26]3[N:27]=[C:28]([C:30]4([CH3:36])[CH2:35][CH2:34][CH2:33][CH2:32][CH2:31]4)[O:29][C:25]=3[CH3:24])=[CH:11][CH:12]=2)[C:4]([OH:3])=[O:23])=[CH:21][CH:20]=1. Procedure: The title compound was prepared from (S)-2-(4-fluorophenoxy)-3-(4-hydroxy-phenyl)-2-methyl-propionic acid ethyl ester and toluene-4-sulfonic acid 2-[5-methyl-2-(1-methylcyclohexyl)-oxazol-4-yl)-ethyl ester (95% ee; Chiralpak AD separation, 8×28 cm, 10% IPA/heptane, 275 nm) by the procedure described in Example 1.